This data is from the Open Reaction Database (ORD), a public repository of structured organic reaction records. The task is: describe an organic reaction: reactants, conditions, products, and yield The reactants are ClCCl (dichloromethane), [OH-].[Na+] (sodium hydroxide), Cl.C(C)ON (ethoxyamine hydrochloride), OC1=C(C(CC(C1)C1=CC2=C(C=C1)OCO2)=O)C(CC)=O (3-hydroxy-5-(3,4-methylenedioxyphenyl)-2-propionylcyclohex-2-en-1-one). Run in O (water), C(C)O (ethanol). The product is C(C)ON=C(CC)C=1C(CC(CC1O)C1=CC2=C(C=C1)OCO2)=O (2-[1-(ethoxyimino)propyl]-3-hydroxy-5-(3,4-methylenedioxyphenyl)cyclohex-2-en-1-one). As a reaction SMILES: [OH-].[Na+].Cl.[CH2:4]([O:6][NH2:7])[CH3:5].[OH:8][C:9]1[CH2:14][CH:13]([C:15]2[CH:20]=[CH:19][C:18]3[O:21][CH2:22][O:23][C:17]=3[CH:16]=2)[CH2:12][C:11](=[O:24])[C:10]=1[C:25](=O)[CH2:26][CH3:27].ClCCl>O.C(O)C>[CH2:4]([O:6][N:7]=[C:25]([C:10]1[C:9](=[O:8])[CH2:14][CH:13]([C:15]2[CH:20]=[CH:19][C:18]3[O:21][CH2:22][O:23][C:17]=3[CH:16]=2)[CH2:12][C:11]=1[OH:24])[CH2:26][CH3:27])[CH3:5] |f:0.1,2.3|. Procedure details: A solution of sodium hydroxide (0.15 g) in water and then ethoxyamine hydrochloride (0.37 g) were added to a solution of 3-hydroxy-5-(3,4-methylenedioxyphenyl)-2-propionylcyclohex-2-en-1-one (1.0 g) in ethanol (40 ml) The mixture was stirred at room temperature and the progress of the reaction was monitored by thin layer chromatography (eluant dichloromethane). On completion of the reaction the solvent was removed by distillation under reduced pressure. The residue was dissolved in dichlorometha... Reactants: Brc1cccs1, C1CCOC1, CCOCC, CCOC(C)=O, CCCCCC, I, [Mg], N#CC1(N2CCC2)CCC2(CC1)OCCO2. The product is c1csc(C2(N3CCC3)CCC3(CC2)OCCO3)c1. As a reaction SMILES: [Br:3][c:4]1[s:5][cH:6][cH:7][cH:8]1.[CH2:30]1[O:31][CH2:32][CH2:33][CH2:34]1.[CH3:25][CH2:26][O:27][CH2:28][CH3:29].[CH3:35][CH2:36][O:37][C:38]([CH3:39])=[O:40].[CH3:41][CH2:42][CH2:43][CH2:44][CH2:45][CH3:46].[I:1].[Mg:2].[N:9]1([C:13]2([C:23]#[N:24])[CH2:14][CH2:15][C:16]3([O:17][CH2:18][CH2:19][O:20]3)[CH2:21][CH2:22]2)[CH2:10][CH2:11][CH2:12]1>>[c:4]1([C:13]2([N:9]3[CH2:10][CH2:11][CH2:12]3)[CH2:14][CH2:15][C:16]3([O:17][CH2:18][CH2:19][O:20]3)[CH2:21][CH2:22]2)[s:5][cH:6][cH:7][cH:8]1. Procedure details: 0.5 g 3β-arachidylamido-7α,12α-dihydroxy-5β-cholan-24-oic methylester (FIG. 5A-4) were dissolved in 20 ml methanol, treated with 2 ml 1N sodium hydroxide and left for 24 h at room temperature. The methanol was then distilled off, 10 ml water were added and the reaction mixture was extracted with ethyl acetate. The water fraction was then acidified with diluted hydrogen chloride, resulting in a white precipitate which was washed with water, to give 0.7 g of the pure 3β-arachidylamido-7α,12α-dihyd... Conditions: time 24 hour. Run in CO (methanol). Isolated yield 142.8%. RXN SMILES: C[O:2][C:3](=[O:51])[CH2:4][CH2:5][C@H:6]([C@@H:8]1[C@:25]2([CH3:26])[C@H:11]([C@H:12]3[C@H:22]([CH2:23][C@@H:24]2[OH:27])[C@:20]2([CH3:21])[C@@H:15]([CH2:16][C@@H:17]([NH:28][C:29](=[O:49])[CH2:30][CH2:31][CH2:32][CH2:33][CH2:34][CH2:35][CH2:36][CH2:37][CH2:38][CH2:39][CH2:40][CH2:41][CH2:42][CH2:43][CH2:44][CH2:45][CH2:46][CH2:47][CH3:48])[CH2:18][CH2:19]2)[CH2:14][C@H:13]3[OH:50])[CH2:10][CH2:9]1)[CH3:7].[OH-].[Na+]>CO>[C:29]([NH:28][C@H:17]1[CH2:18][CH2:19][C@@:20]2([CH3:21])[C@H:15]([CH2:14][C@@H:13]([OH:50])[C@@H:12]3[C@@H:22]2[CH2:23][C@H:24]([OH:27])[C@@:25]2([CH3:26])[C@H:11]3[CH2:10][CH2:9][C@@H:8]2[C@H:6]([CH3:7])[CH2:5][CH2:4][C:3]([OH:51])=[O:2])[CH2:16]1)(=[O:49])[CH2:30][CH2:31][CH2:32][CH2:33][CH2:34][CH2:35][CH2:36][CH2:37][CH2:38][CH2:39][CH2:40][CH2:41][CH2:42][CH2:43][CH2:44][CH2:45][CH2:46][CH2:47][CH3:48] |f:1.2|. Yields the product C(CCCCCCCCCCCCCCCCCCC)(=O)N[C@@H]1C[C@H]2C[C@H]([C@H]3[C@@H]4CC[C@H]([C@@H](CCC(=O)O)C)[C@]4([C@H](C[C@@H]3[C@]2(CC1)C)O)C)O (3β-arachidylamido-7α,12α-dihydroxy-5β-cholan-24-oic acid). Starting materials: COC(CC[C@@H](C)[C@H]1CC[C@H]2[C@@H]3[C@@H](C[C@@H]4C[C@H](CC[C@]4(C)[C@H]3C[C@@H]([C@]12C)O)NC(CCCCCCCCCCCCCCCCCCC)=O)O)=O (3β-arachidylamido-7α,12α-dihydroxy-5β-cholan-24-oic methylester), [OH-].[Na+] (sodium hydroxide). The reactants are CC1=CC=C(C=C1)S(=O)(=O)NC=1SC=C(N1)C1=CC(=CC=C1)[N+](=O)[O-] (4-methyl-N-[4-(3-nitro-phenyl)-thiazol-2-yl]-benzenesulfonamide), C (charcoal). Reagents/catalysts: [Pd] (palladium). Solvent: C(C)(=O)OCC (ethyl acetate), CO (methanol). The product is NC=1C=C(C=CC1)C=1N=C(SC1)NS(=O)(=O)C1=CC=C(C=C1)C (N-[4-(3-amino-phenyl)-thiazol-2-yl]-4-methyl-benzenesulfonamide). Isolated yield 79.7%. Reaction SMILES: [CH3:1][C:2]1[CH:7]=[CH:6][C:5]([S:8]([NH:11][C:12]2[S:13][CH:14]=[C:15]([C:17]3[CH:22]=[CH:21][CH:20]=[C:19]([N+:23]([O-])=O)[CH:18]=3)[N:16]=2)(=[O:10])=[O:9])=[CH:4][CH:3]=1.C>CO.C(OCC)(=O)C.[Pd]>[NH2:23][C:19]1[CH:18]=[C:17]([C:15]2[N:16]=[C:12]([NH:11][S:8]([C:5]3[CH:4]=[CH:3][C:2]([CH3:1])=[CH:7][CH:6]=3)(=[O:10])=[O:9])[S:13][CH:14]=2)[CH:22]=[CH:21][CH:20]=1. Reported procedure: A solution of 1.5 g of 4-methyl-N-[4-(3-nitro-phenyl)-thiazol-2-yl]-benzenesulfonamide in 150 ml of methanol and 70 ml of ethyl acetate was hydrogenated at room temperature after the addition of 0.15 g of palladium on active charcoal (10%). The catalyst was filtered off and the filtrate was concentrated. Crystallization from ethyl acetate/hexane (1:1) yielded 1.1 g of N-[4-(3-amino-phenyl)-thiazol-2-yl]-4-methyl-benzenesulfonamide as a colorless solid. The reactants are COC(C(CC1=CC(=CC=C1)OCCCBr)OC)=O (3-[3-(3-bromo-propoxy)-phenyl]-2-methoxy-propionic acid methyl ester), N1=CC=CC2=CC(=CC=C12)O (quinolin-6-ol), CO[C@H](C(=O)O)CC1=CC=C(C=C1)OCCCOC1=CC=CC=C1 ((2S)-2-methoxy-3-[4-(3-phenoxy-propoxy)-phenyl]-propionic acid). Product: COC(C(=O)O)CC1=CC(=CC=C1)OCCCOC=1C=C2C=CC=NC2=CC1 (2-methoxy-3-{3-[3-(quinolin-6-yloxy)-propoxy]-phenyl}-propionic acid). As a reaction SMILES: C[O:2][C:3](=[O:19])[CH:4]([O:17][CH3:18])[CH2:5][C:6]1[CH:11]=[CH:10][CH:9]=[C:8]([O:12][CH2:13][CH2:14][CH2:15]Br)[CH:7]=1.[N:20]1[C:29]2[C:24](=[CH:25][C:26]([OH:30])=[CH:27][CH:28]=2)[CH:23]=[CH:22][CH:21]=1.CO[C@@H](CC1C=CC(OCCCOC2C=CC=CC=2)=CC=1)C(O)=O>>[CH3:18][O:17][CH:4]([CH2:5][C:6]1[CH:11]=[CH:10][CH:9]=[C:8]([O:12][CH2:13][CH2:14][CH2:15][O:30][C:26]2[CH:25]=[C:24]3[C:29](=[CH:28][CH:27]=2)[N:20]=[CH:21][CH:22]=[CH:23]3)[CH:7]=1)[C:3]([OH:2])=[O:19]. Reported procedure: The title compound was prepared from 3-[3-(3-bromo-propoxy)-phenyl]-2-methoxy-propionic acid methyl ester (Example 323, Step 1) and quinolin-6-ol via the same procedure used for the preparation of (2S)-2-methoxy-3-[4-(3-phenoxy-propoxy)-phenyl]-propionic acid (Example 285, Step 1). The enatiomers were separated by chiral HPLC. MS (ES) for C22H23NO5 [M+H]+: 382.2. Reactants: CCOCN1C(C)=C(C(=O)OC)C(c2cccc([N+](=O)[O-])c2)C(C(=O)OC)=C1C, CC(O)CN(C)C, [Na], O, c1ccccc1. Product: CCOCN1C(C)=C(C(=O)O)C(c2cccc([N+](=O)[O-])c2)C(C(=O)OC)=C1C. As a reaction SMILES: [CH2:3]([CH3:4])[O:5][CH2:6][N:7]1[C:8]([CH3:31])=[C:9]([C:27](=[O:28])[O:29][CH3:30])[CH:10]([c:18]2[cH:19][c:20]([N+:24](=[O:25])[O-:26])[cH:21][cH:22][cH:23]2)[C:11]([C:14](=[O:15])[O:16][CH3:17])=[C:12]1[CH3:13].[CH3:32][N:33]([CH3:34])[CH2:35][CH:36]([OH:37])[CH3:38].[Na:1].[OH2:2].[cH:39]1[cH:40][cH:41][cH:42][cH:43][cH:44]1>>[CH2:3]([CH3:4])[O:5][CH2:6][N:7]1[C:8]([CH3:31])=[C:9]([C:27](=[O:28])[O:29][CH3:30])[CH:10]([c:18]2[cH:19][c:20]([N+:24](=[O:25])[O-:26])[cH:21][cH:22][cH:23]2)[C:11]([C:14](=[O:15])[OH:16])=[C:12]1[CH3:13]. Reactants: Cl (HCl), ClC=1C=CC=2N(N1)C=CN2 (6-chloroimidazo[1,2-b]pyridazine), O1CCN(CC1)CCCN (3-morpholinopropylamine), Cl (HCl). The solvent is CCOCC (Et2O). Yields the product Cl.O1CCN(CC1)CCCNC=1C=CC=2N(N1)C=CN2 (N-(3-Morpholinopropyl)imidazo[1,2-b]pyridazin-6-amine hydrochloride). The yield is 32.0%. Reaction SMILES: [Cl:1][C:2]1[CH:3]=[CH:4][C:5]2[N:6]([CH:8]=[CH:9][N:10]=2)[N:7]=1.[O:11]1[CH2:16][CH2:15][N:14]([CH2:17][CH2:18][CH2:19][NH2:20])[CH2:13][CH2:12]1.Cl>CCOCC>[ClH:1].[O:11]1[CH2:16][CH2:15][N:14]([CH2:17][CH2:18][CH2:19][NH:20][C:2]2[CH:3]=[CH:4][C:5]3[N:6]([CH:8]=[CH:9][N:10]=3)[N:7]=2)[CH2:13][CH2:12]1 |f:4.5|. Procedure: Prepared from 6-chloroimidazo[1,2-b]pyridazine (4) and 3-morpholinopropylamine according to general procedure 2. The free-base was converted to the HCl salt with 2N HCl in Et2O to provide the title compound (125 mg, 32%) as a brown solid; 1H NMR (500 MHz, CD3OD) δ 7.73 (s, 1H), 7.63 (d, J=9.8 Hz, 1H), 7.45 (d, J=1.2 Hz, 1H), 6.74 (d, J=9.8 Hz, 1H), 3.89-3.88 (m, 4H), 3.45 (t, J=6.6 Hz, 2H), 3.20-3.13 (m, 6H), 2.14-2.08 (m, 2H); 13C NMR (125 MHz, CD3OD) δ 155.7, 137.0, 129.6, 125.2, 118.0, 115.8,... Starting materials: C(C)OC(=O)C=1C=CC(=NC1)N (2-amino-5-pyridine carboxylic acid ethyl ester), ClCC=O (chloroacetaldehyde). Solvent: C1(=CC=CC=C1)C (toluene). Product: C(=O)(OCC)C=1C=CC=2N(C1)C=CN2 (6-carboethoxy imidazo[1,2-a]-pyridine). Yield: 60.1%. Reaction SMILES: [CH2:1]([O:3][C:4]([C:6]1[CH:7]=[CH:8][C:9]([NH2:12])=[N:10][CH:11]=1)=[O:5])[CH3:2].Cl[CH2:14][CH:15]=O>C1(C)C=CC=CC=1>[C:4]([C:6]1[CH:7]=[CH:8][C:9]2[N:10]([CH:14]=[CH:15][N:12]=2)[CH:11]=1)([O:3][CH2:1][CH3:2])=[O:5]. Procedure: A mixture of 2-amino-5-pyridine carboxylic acid ethyl ester (4.5 g, 27.1 mmol), chloroacetaldehyde (5.7 ml, 40.6 mmol, 45% w/w in water) and toluene (125 ml) was heated to reflux and water was collected in a Dean Stark trap. After 3 hours at reflux the reaction mixture was cooled to room temperature and the resulting precipitate was collected by filtration and washed with ether. The solid was dissolved in water and the solution was neutralized by the addition of concentrated aqueous ammonium hyd...